From a dataset of the Open Reaction Database (ORD), a public repository of structured organic reaction records. describe an organic reaction: reactants, conditions, products, and yield Starting materials: C(C)(C)(C)OC(CCC1(CCCC1)C(=O)O)=O (3-(1-Carboxycyclopentyl)propanoic acid t-butyl ester), C(=C)S(=O)(=O)C1=CC=CC=C1 (phenyl vinyl sulphone). Yields the product C(C)(C)(C)OC(C(CC1(CCCC1)C(=O)O)CCS(=O)(=O)C1=CC=CC=C1)=O (3-(1-Carboxycyclopentyl)-2-[2-(phenylsulphonyl)ethyl]propanoic acid t-butyl ester), oil. The yield is 15.0%. As a reaction SMILES: [C:1]([O:5][C:6](=[O:17])[CH2:7][CH2:8][C:9]1([C:14]([OH:16])=[O:15])[CH2:13][CH2:12][CH2:11][CH2:10]1)([CH3:4])([CH3:3])[CH3:2].[CH:18]([S:20]([C:23]1[CH:28]=[CH:27][CH:26]=[CH:25][CH:24]=1)(=[O:22])=[O:21])=[CH2:19]>>[C:1]([O:5][C:6](=[O:17])[CH:7]([CH2:19][CH2:18][S:20]([C:23]1[CH:28]=[CH:27][CH:26]=[CH:25][CH:24]=1)(=[O:21])=[O:22])[CH2:8][C:9]1([C:14]([OH:16])=[O:15])[CH2:13][CH2:12][CH2:11][CH2:10]1)([CH3:4])([CH3:2])[CH3:3]. Reported procedure: 3-(1-Carboxycyclopentyl)-2-[2-(phenylsulphonyl)ethyl]propanoic acid t-butyl ester was prepared following the procedure of Example 38, using as starting materials the propanoic ester of Example 35 and phenyl vinyl sulphone. The product was isolated as an oil (15%). Found: C,60.25; H,7.24. C21H30O6S. 0.13 CH2Cl2 requires C,60.24; H,7.24%. The above glutaric acid derivative was coupled with cis-3-amino-cyclohexanecarboxylic acid ethyl ester using the general procedure of Example 81 to yield 3-{1-[c... Starting materials: OC1=C(C=CC=C1)C1=CC=CC(=N1)N1N=CC(=C1C(F)(F)F)C(=O)OCC (Ethyl 1-[6-(2-hydroxylphenyl)pyridine-2-yl]-5-trifluoromethyl-1H-pyrazole-4-carboxylate), I(=O)(=O)Cl.I(=O)(=O)Cl.I(=O)(=O)Cl.I(=O)(=O)Cl.C(C1=CC=CC=C1)[N+](C)(C)C (benzyltrimethylammonium tetrachloroiodate). The solvent is C(Cl)Cl (DCM). Reaction conditions: time 24 hour. Yields the product ClC=1C=CC(=C(C1)C1=CC=CC(=N1)N1N=CC(=C1C(F)(F)F)C(=O)OCC)O (Ethyl 1-[6-(5-chloro-2-hydroxyphenyl)pyridin-2-yl]-5-(trifluoromethyl)-1H-pyrazole-4-carboxylate). RXN SMILES: [OH:1][C:2]1[CH:7]=[CH:6][CH:5]=[CH:4][C:3]=1[C:8]1[N:13]=[C:12]([N:14]2[C:18]([C:19]([F:22])([F:21])[F:20])=[C:17]([C:23]([O:25][CH2:26][CH3:27])=[O:24])[CH:16]=[N:15]2)[CH:11]=[CH:10][CH:9]=1.I([Cl:31])(=O)=O.I(Cl)(=O)=O.I(Cl)(=O)=O.I(Cl)(=O)=O.C([N+](C)(C)C)C1C=CC=CC=1>C(Cl)Cl>[Cl:31][C:5]1[CH:6]=[CH:7][C:2]([OH:1])=[C:3]([C:8]2[N:13]=[C:12]([N:14]3[C:18]([C:19]([F:22])([F:21])[F:20])=[C:17]([C:23]([O:25][CH2:26][CH3:27])=[O:24])[CH:16]=[N:15]3)[CH:11]=[CH:10][CH:9]=2)[CH:4]=1 |f:1.2.3.4.5|. Procedure details: To a solution of the title compound from Example 1 Step B (1.00 g, 2.65 mmol) in DCM (13 mL) was added benzyltrimethylammonium tetrachloroiodate (1.13 g, 2.70 mmol) and the resulting mixture was allowed to stir at ambient temperature. After 24 h, the mixture was concentrated in vacuo. Purification by chromatography on silica gel (0 to 18% EtOAc in hexanes, then 18 to 100% EtOAc in hexanes) provided the title compound: LCMS m/z 412.0 [M+H]+; 1H NMR (500 MHz, CDCl3) δ 11.98 (s, 1H), 8.18 (s, 1H), ... Starting materials: ice, C(C)(=O)OCC (ethyl acetate), (NH4)2SO4, 5.14, OO (hydrogen peroxide), O=O (oxygen), C(CCC)C(C(=[O+][O-])O)CNCCC(=O)O (butyl imino dipropionic acid oxide). The solvent is CS(=O)(=O)O (methane-sulfonic acid). Conditions: temperature 15 celsius, time 2 hour. Yields the product C(CCC)C(C([O+](O)[O-])=O)CNCCC(=O)OO (butyl imino diperoxy propionic acid oxide). Yield: 72.0%. As a reaction SMILES: [CH2:1]([CH:5]([CH2:10][NH:11][CH2:12][CH2:13][C:14](O)=[O:15])[C:6](O)=[O+:7][O-])[CH2:2][CH2:3][CH3:4].[OH:17][OH:18].C(OCC)(=[O:21])C.[O:25]=[O:26]>CS(O)(=O)=O>[CH2:1]([CH:5]([CH2:10][NH:11][CH2:12][CH2:13][C:14]([O:25][OH:26])=[O:15])[C:6](=[O:7])[O+:17]([O-:21])[OH:18])[CH2:2][CH2:3][CH3:4]. Reported procedure: 5 g (0.021 mol) product from example 7b was dissolved in 10 ml 98% methane-sulfonic acid during 10 minutes at 35° C. and was then cooled to 15° C. 5.14 (0.128 mol) 85% hydrogen peroxide was added by drops, the temperature not exceeding 25° C. After 2 hours at 30° C., 400 ml ice-cold (0°-10° C.) ethyl acetate and 100 ml saturated (NH4)2SO4 solution were added and the mixture was allowed to stand for another 2 hours under agitation. The ethyl acetate phase was separated and dried over Na2SO4, wher... The reactants are C(CCC)OC1=CC=C(C(=O)O)C=C1 (para-n-butoxy benzoic acid), S(=O)(Cl)Cl (thionyl chloride). Product: C(CCC)OC1=CC=C(C(=O)Cl)C=C1 (para-n-butoxy benzoic acid chloride). As a reaction SMILES: [CH2:1]([O:5][C:6]1[CH:14]=[CH:13][C:9]([C:10](O)=[O:11])=[CH:8][CH:7]=1)[CH2:2][CH2:3][CH3:4].S(Cl)([Cl:17])=O>>[CH2:1]([O:5][C:6]1[CH:14]=[CH:13][C:9]([C:10]([Cl:17])=[O:11])=[CH:8][CH:7]=1)[CH2:2][CH2:3][CH3:4]. Procedure: A solution of 5 g of para-n-butoxy benzoic acid is refluxed for 2 hours in 8 ml of thionyl chloride. The thionyl chloride is then distilled, followed by distillation under reduced pressure and under a dry nitrogen stream of the expected acid chloride. In this way para-n-butoxy benzoic acid chloride of the following formula is obtained: ##STR36## Starting materials: ClCCCl, Cc1ccccc1C(NC(=O)Nc1ccc(Cl)cc1)C(=O)O, CN(c1ccncc1)c1ccc(N)cc1, CN(C)C=O. Yields the product Cc1ccccc1C(NC(=O)Nc1ccc(Cl)cc1)C(=O)Nc1ccc(N(C)c2ccncc2)cc1. RXN SMILES: [CH2:38]([Cl:39])[CH2:40][Cl:41].[CH3:1][c:2]1[c:3]([CH:8]([C:9](=[O:10])[OH:11])[NH:12][C:13](=[O:14])[NH:15][c:16]2[cH:17][cH:18][c:19]([Cl:22])[cH:20][cH:21]2)[cH:4][cH:5][cH:6][cH:7]1.[CH3:23][N:24]([c:25]1[cH:26][cH:27][n:28][cH:29][cH:30]1)[c:31]1[cH:32][cH:33][c:34]([NH2:37])[cH:35][cH:36]1.[O:42]=[CH:43][N:44]([CH3:45])[CH3:46]>>[CH3:1][c:2]1[c:3]([CH:8]([C:9](=[O:11])[NH:37][c:34]2[cH:33][cH:32][c:31]([N:24]([CH3:23])[c:25]3[cH:26][cH:27][n:28][cH:29][cH:30]3)[cH:36][cH:35]2)[NH:12][C:13](=[O:14])[NH:15][c:16]2[cH:17][cH:18][c:19]([Cl:22])[cH:20][cH:21]2)[cH:4][cH:5][cH:6][cH:7]1. The yield is 2.5%. Reagents/catalysts: C=1C=CC(=CC1)[P](C=2C=CC=CC2)(C=3C=CC=CC3)[Pd]([P](C=4C=CC=CC4)(C=5C=CC=CC5)C=6C=CC=CC6)([P](C=7C=CC=CC7)(C=8C=CC=CC8)C=9C=CC=CC9)[P](C=1C=CC=CC1)(C=1C=CC=CC1)C=1C=CC=CC1 (tetrakis(triphenylphosphine)palladium(0)), [Cl-].[Cl-].[Zn+2] (ZnCl2). As a reaction SMILES: Br[C:2]1[CH:7]=[CH:6][CH:5]=[CH:4][CH:3]=1.C([Li])(C)(C)C.[CH3:13][C:14]1([CH3:45])[CH:23]=[C:22](OS(C(F)(F)F)(=O)=O)[C:21]2[C:16](=[CH:17][CH:18]=[C:19]([C:32]#[C:33][C:34]3[CH:44]=[CH:43][C:37]([C:38]([O:40][CH2:41][CH3:42])=[O:39])=[CH:36][CH:35]=3)[CH:20]=2)[O:15]1>C1COCC1.CCCCC.[Cl-].[Cl-].[Zn+2].C1C=CC([P]([Pd]([P](C2C=CC=CC=2)(C2C=CC=CC=2)C2C=CC=CC=2)([P](C2C=CC=CC=2)(C2C=CC=CC=2)C2C=CC=CC=2)[P](C2C=CC=CC=2)(C2C=CC=CC=2)C2C=CC=CC=2)(C2C=CC=CC=2)C2C=CC=CC=2)=CC=1>[C:2]1([C:22]2[C:21]3[C:16](=[CH:17][CH:18]=[C:19]([C:32]#[C:33][C:34]4[CH:44]=[CH:43][C:37]([C:38]([O:40][CH2:41][CH3:42])=[O:39])=[CH:36][CH:35]=4)[CH:20]=3)[O:15][C:14]([CH3:13])([CH3:45])[CH:23]=2)[CH:7]=[CH:6][CH:5]=[CH:4][CH:3]=1 |f:5.6.7,^1:62,64,83,102|. Yields the product C1(=CC=CC=C1)C1=CC(OC2=CC=C(C=C12)C#CC1=CC=C(C(=O)OCC)C=C1)(C)C (Ethyl 4-[[4-phenyl-2,2-dimethyl-(2H)-chromen-6-yl]-ethynyl]-benzoate), EtOAc hexanes. Run in C1CCOC1 (THF), C1CCOC1 (THF), CCCCC (pentane), C1CCOC1 (THF). Starting materials: CC1(OC2=CC=C(C=C2C(=C1)OS(=O)(=O)C(F)(F)F)C#CC1=CC=C(C(=O)OCC)C=C1)C (ethyl 4-(2,2-dimethyl-4-trifluoromethanesulfonyloxy-(2H)-chromen-6-ylethynyl)-benzoate), BrC1=CC=CC=C1 (bromobenzene), C(C)(C)(C)[Li] (tert-butyllithium), solution, CC1(OC2=CC=C(C=C2C(=C1)OS(=O)(=O)C(F)(F)F)C#CC1=CC=C(C(=O)OCC)C=C1)C (ethyl 4-(2,2-dimethyl-4-trifluoromethanesulfonyloxy-(2H)-chromen-6-ylethynyl)-benzoate). Reported procedure: A solution of bromobenzene (250.0 mg, 1.59 mmol) in 3.0 mL of THF was cooled to -78° C. and tert-butyllithium (203.7 mg, 3.18 mmol, 1.9 ml of a 1.7M solution in pentane) was added to give a yellow solution. After 30 minutes a solution of ZnCl2 (440.0 mg, 3.18 mmol) in 5.0 mL THF was slowly added via cannula. The resulting solution was warmed to room temperature and transferred via cannula to a solution of ethyl 4-(2,2-dimethyl-4-trifluoromethanesulfonyloxy-(2H)-chromen-6-ylethynyl)-benzoate (Com... The reactants are CN(C)C=O, Cn1ncnc1CO, CC1(c2cc3nnc(-c4ccc(F)cc4F)n3nc2Cl)CCCCC1, [H-], [Na+]. The product is Cn1ncnc1COc1nn2c(-c3ccc(F)cc3F)nnc2cc1C1(C)CCCCC1. Reaction SMILES: [CH3:36][N:37]([CH3:38])[CH:39]=[O:40].[CH3:3][n:4]1[n:5][cH:6][n:7][c:8]1[CH2:9][OH:10].[Cl:11][c:12]1[c:13]([C:29]2([CH3:35])[CH2:30][CH2:31][CH2:32][CH2:33][CH2:34]2)[cH:14][c:15]2[n:16]([n:17]1)[c:18](-[c:21]1[c:22]([F:28])[cH:23][c:24]([F:27])[cH:25][cH:26]1)[n:19][n:20]2.[H-:1].[Na+:2]>>[CH3:3][n:4]1[n:5][cH:6][n:7][c:8]1[CH2:9][O:10][c:12]1[c:13]([C:29]2([CH3:35])[CH2:30][CH2:31][CH2:32][CH2:33][CH2:34]2)[cH:14][c:15]2[n:16]([n:17]1)[c:18](-[c:21]1[c:22]([F:28])[cH:23][c:24]([F:27])[cH:25][cH:26]1)[n:19][n:20]2. Reactants: O=C([O-])[O-], CCOc1ccc(C(=O)O)cc1, CN(C)C=O, ClC(Cl)=CCOc1cc(Cl)c(OCCCBr)c(Cl)c1, [K+], [K+], O. Yields the product CCOc1ccc(C(=O)OCCCOc2c(Cl)cc(OCC=C(Cl)Cl)cc2Cl)cc1. RXN SMILES: [C:32](=[O:33])([O-:34])[O-:35].[CH2:20]([CH3:21])[O:22][c:23]1[cH:24][cH:25][c:26]([C:27](=[O:28])[OH:29])[cH:30][cH:31]1.[CH3:38][N:39]([CH3:40])[CH:41]=[O:42].[Cl:1][c:2]1[cH:3][c:4]([O:14][CH2:15][CH:16]=[C:17]([Cl:18])[Cl:19])[cH:5][c:6]([Cl:13])[c:7]1[O:8][CH2:9][CH2:10][CH2:11][Br:12].[K+:36].[K+:37].[OH2:43]>>[Cl:1][c:2]1[cH:3][c:4]([O:14][CH2:15][CH:16]=[C:17]([Cl:18])[Cl:19])[cH:5][c:6]([Cl:13])[c:7]1[O:8][CH2:9][CH2:10][CH2:11][O:29][C:27]([c:26]1[cH:25][cH:24][c:23]([O:22][CH2:20][CH3:21])[cH:31][cH:30]1)=[O:28]. Starting materials: I.ClC=1N=CN(C1)C1=C(C=C(C=C1)NC(=N)SC)OC (Methyl 4-(4-chloro-1H-imidazol-1-yl)-3-methoxyphenylcarbamimidothioate, hydroiodide), ClCCCCC(C(=O)O)C1=C(C=C(C=C1)F)F (6-chloro-2-(2,4-difluorophenyl)hexanoic acid), NN (hydrazine), crude product. Yields the product ClCCCCC(C1=C(C=C(C=C1)F)F)C1=NC(=NN1)NC1=CC(=C(C=C1)N1C=NC(=C1)Cl)OC (5-(5-chloro-1-(2,4-difluorophenyl)pentyl)-N-(4-(4-chloro-1H-imidazol-1-yl)-3-methoxyphenyl)-1H-1,2,4-triazol-3-amine). Yield: 100.0%. Reaction SMILES: I.[Cl:2][C:3]1[N:4]=[CH:5][N:6]([C:8]2[CH:13]=[CH:12][C:11]([NH:14][C:15](SC)=[NH:16])=[CH:10][C:9]=2[O:19][CH3:20])[CH:7]=1.[Cl:21][CH2:22][CH2:23][CH2:24][CH2:25][CH:26]([C:30]1[CH:35]=[CH:34][C:33]([F:36])=[CH:32][C:31]=1[F:37])[C:27](O)=O.[NH2:38][NH2:39]>>[Cl:21][CH2:22][CH2:23][CH2:24][CH2:25][CH:26]([C:27]1[NH:39][N:38]=[C:15]([NH:14][C:11]2[CH:12]=[CH:13][C:8]([N:6]3[CH:7]=[C:3]([Cl:2])[N:4]=[CH:5]3)=[C:9]([O:19][CH3:20])[CH:10]=2)[N:16]=1)[C:30]1[CH:35]=[CH:34][C:33]([F:36])=[CH:32][C:31]=1[F:37] |f:0.1|. Reported procedure: Methyl 4-(4-chloro-1H-imidazol-1-yl)-3-methoxyphenylcarbamimidothioate, hydroiodide (500 mg, 1.685 mmol, from preparation A) and 6-chloro-2-(2,4-difluorophenyl)hexanoic acid (443 mg, 1.69 mmol, from preparation AG) were coupled and then reacted with hydrazine (0.211 mL, 6.74 mmol) using a procedure analogous to Step A of Example 13. The crude product, 5-(5-chloro-1-(2,4-difluorophenyl)pentyl)-N-(4-(4-chloro-1H-imidazol-1-yl)-3-methoxyphenyl)-1H-1,2,4-triazol-3-amine (1.03 g, 100% yield), was use...